This data is from the Open Reaction Database (ORD), a public repository of structured organic reaction records. The task is: describe an organic reaction: reactants, conditions, products, and yield The reactants are Cl (hydrochloric acid), CC(C(CC(=O)OC)C(=O)C1=CC2=C(N=C(O2)C2=CC=CC=C2)C=C1)C (methyl 4-methyl-3-(2-phenyl-benzoxazole-6-carbonyl)-pentanoate), [OH-].[Li+] (lithium hydroxide), O (water). The solvent is O1CCOCC1 (dioxane). Yields the product CC(C(CC(=O)O)C(=O)C1=CC2=C(N=C(O2)C2=CC=CC=C2)C=C1)C (4-methyl-3-(2-phenyl-benzoxazole-6-carbonyl)-pentanoic acid). As a reaction SMILES: [CH3:1][CH:2]([CH3:26])[CH:3]([C:9]([C:11]1[CH:25]=[CH:24][C:14]2[N:15]=[C:16]([C:18]3[CH:23]=[CH:22][CH:21]=[CH:20][CH:19]=3)[O:17][C:13]=2[CH:12]=1)=[O:10])[CH2:4][C:5]([O:7]C)=[O:6].[OH-].[Li+].O.Cl>O1CCOCC1>[CH3:1][CH:2]([CH3:26])[CH:3]([C:9]([C:11]1[CH:25]=[CH:24][C:14]2[N:15]=[C:16]([C:18]3[CH:23]=[CH:22][CH:21]=[CH:20][CH:19]=3)[O:17][C:13]=2[CH:12]=1)=[O:10])[CH2:4][C:5]([OH:7])=[O:6] |f:1.2|. Procedure: 100 mg (285 μmol) methyl 4-methyl-3-(2-phenyl-benzoxazole-6-carbonyl)-pentanoate, 10 mg (418 μmol) lithium hydroxide, 1 ml of water and 1 ml dioxane are stirred for 24 h at RT. The reaction mixture is acidified with conc. hydrochloric acid and extracted with diethyl ether, the org. phase is dried on magnesium sulphate and the solv. is eliminated by rotary evaporation i.V.